The task is: describe an organic reaction: reactants, conditions, products, and yield. This data is from the Open Reaction Database (ORD), a public repository of structured organic reaction records. Reactants: Cl.Cl.N1CCC(CC1)\C=C/1\C(=NC(S1)=O)NCC#C ((5Z)-5-(piperidin-4-ylmethylidene)-4-(prop-2-yn-1-ylamino)-1,3-thiazol-2(5H)-one dihydrochloride), FC(C1=CC=C(C=O)C=C1)(F)F (4-(trifluoromethyl)benzaldehyde), C(O)([O-])=O.[Na+] (sodium hydrogen carbonate), C(C)(=O)O[BH-](OC(C)=O)OC(C)=O.[Na+] (sodium triacetoxyborohydride). Run in CN(C)C=O (DMF), C(C)N(CC)CC (triethylamine). Run at time 1 hour. Product: C(C#C)NC/1=NC(S\C1=C/C1CCN(CC1)CC1=CC=C(C=C1)C(F)(F)F)=O ((5Z)-4-(prop-2-yn-1-ylamino)-5-({1-[4-(trifluoromethyl)benzyl]piperidin-4-yl}methylidene)-1,3-thiazol-2(5H)-one). Reaction SMILES: Cl.Cl.[NH:3]1[CH2:8][CH2:7][CH:6](/[CH:9]=[C:10]2/[C:11]([NH:16][CH2:17][C:18]#[CH:19])=[N:12][C:13](=[O:15])[S:14]/2)[CH2:5][CH2:4]1.[F:20][C:21]([F:31])([F:30])[C:22]1[CH:29]=[CH:28][C:25]([CH:26]=O)=[CH:24][CH:23]=1.C(O[BH-](OC(=O)C)OC(=O)C)(=O)C.[Na+].C(=O)([O-])O.[Na+]>CN(C=O)C.C(N(CC)CC)C>[CH2:17]([NH:16][C:11]1=[N:12][C:13](=[O:15])[S:14]/[C:10]/1=[CH:9]\[CH:6]1[CH2:7][CH2:8][N:3]([CH2:26][C:25]2[CH:24]=[CH:23][C:22]([C:21]([F:20])([F:30])[F:31])=[CH:29][CH:28]=2)[CH2:4][CH2:5]1)[C:18]#[CH:19] |f:0.1.2,4.5,6.7|. Procedure details: To a solution of (5Z)-5-(piperidin-4-ylmethylidene)-4-(prop-2-yn-1-ylamino)-1,3-thiazol-2(5H)-one dihydrochloride (200 mg) in DMF (3 mL) were added triethylamine (0.35 mL) and 4-(trifluoromethyl)benzaldehyde (0.09 mL). The reaction mixture was stirred at room temperature for 1 hr, and sodium triacetoxyborohydride (554 mg) was added. The reaction mixture was stirred at room temperature for 3 hr, saturated aqueous sodium hydrogen carbonate solution was added, and the mixture was extracted with eth... Starting materials: C(C1=CC=CC=C1)OC1=CC2=C(NC(=NS2(=O)=O)C=2C(C(C3=CC=CC=C3C2O)(CCC(C)C)C)=O)C=C1 (3-[7-(benzyloxy)-1,1-dioxido-4H-1,2,4-benzothiadiazin-3-yl]-4-hydroxy-1-methyl-1-(3-methylbutyl)naphthalen-2(1 H)-one). The reagents and catalysts are [Pd] (palladium on carbon). The solvent is O1CCCC1 (tetrahydrofuran). Reaction conditions: temperature 25 celsius, time 72 hour. Product: OC1=C(C(C(C2=CC=CC=C12)(CCC(C)C)C)=O)C1=NS(C2=C(N1)C=CC(=C2)O)(=O)=O (4-hydroxy-3-(7-hydroxy-1,1-dioxido-4H-1,2,4-benzothiadiazin-3-yl)-1-methyl-1-(3-methylbutyl)naphthalen-2(1 H)-one). Yield: 98.8%. Reaction SMILES: C([O:8][C:9]1[CH:38]=[CH:37][C:12]2[NH:13][C:14]([C:19]3[C:20](=[O:36])[C:21]([CH3:35])([CH2:30][CH2:31][CH:32]([CH3:34])[CH3:33])[C:22]4[C:27]([C:28]=3[OH:29])=[CH:26][CH:25]=[CH:24][CH:23]=4)=[N:15][S:16](=[O:18])(=[O:17])[C:11]=2[CH:10]=1)C1C=CC=CC=1>O1CCCC1.[Pd]>[OH:29][C:28]1[C:27]2[C:22](=[CH:23][CH:24]=[CH:25][CH:26]=2)[C:21]([CH3:35])([CH2:30][CH2:31][CH:32]([CH3:33])[CH3:34])[C:20](=[O:36])[C:19]=1[C:14]1[NH:13][C:12]2[CH:37]=[CH:38][C:9]([OH:8])=[CH:10][C:11]=2[S:16](=[O:17])(=[O:18])[N:15]=1. Procedure details: A solution of Example 28G (1.68 g, 3.17 mmol) in tetrahydrofuran (40 mL) was treated with 10% palladium on carbon (0.168 g, 10% weight) and stirred at 25° C. under a hydrogen balloon for 72 hours. The vessel was purged with nitrogen gas and the mixture was filtered through celite. The filtrate was concentrated in vacuo to give the title compound (1.38 g, 99%). 1H NMR (300 MHz, DMSO-d6): δ ppm 0.43 (m, 1 H) 0.74 (m, 7 H) 1.32 (m, 1 H) 1.58 (m, 3 H) 2.15 (m, 2 H) 7.17 (m, 2 H) 7.57 (m, 2 H) 7.76 (... Starting materials: C1(CCCCCC1)C(=O)C1=CC=C(C=C1)OCC1=NC2=CC=CC=C2C=C1 (4-(Quinolin-2-yl-methoxy)phenyl cycloheptyl ketone), Cl.NO (hydroxylamine hydrochloride). Product: C1(CCCCCC1)C(=NO)C1=CC=C(C=C1)OCC1=NC2=CC=CC=C2C=C1 (4(Quinolin-2-yl-methoxy)phenyl cycloheptyl ketoxime). As a reaction SMILES: [CH:1]1([C:8]([C:10]2[CH:15]=[CH:14][C:13]([O:16][CH2:17][C:18]3[CH:27]=[CH:26][C:25]4[C:20](=[CH:21][CH:22]=[CH:23][CH:24]=4)[N:19]=3)=[CH:12][CH:11]=2)=O)[CH2:7][CH2:6][CH2:5][CH2:4][CH2:3][CH2:2]1.Cl.[NH2:29][OH:30]>>[CH:1]1([C:8]([C:10]2[CH:15]=[CH:14][C:13]([O:16][CH2:17][C:18]3[CH:27]=[CH:26][C:25]4[C:20](=[CH:21][CH:22]=[CH:23][CH:24]=4)[N:19]=3)=[CH:12][CH:11]=2)=[N:29][OH:30])[CH2:7][CH2:6][CH2:5][CH2:4][CH2:3][CH2:2]1 |f:1.2|. Procedure: In analogy to the procedure of Example IV, the title compound is prepared from 12.9 g (35.9 mmol) of the compound from Example XIII and 3.75 g (53.9 mmol) of hydroxylamine hydrochloride. Reactants: [Br-], CCCC[N+](CCCC)(CCCC)CCCC, ClCCBr, N#CCc1ccc2c(c1)OC(F)(F)O2. Product: N#CC1(c2ccc3c(c2)OC(F)(F)O3)CC1. Reaction SMILES: [Br-:19].[CH3:20][CH2:21][CH2:22][CH2:23][N+:24]([CH2:25][CH2:26][CH2:27][CH3:28])([CH2:29][CH2:30][CH2:31][CH3:32])[CH2:33][CH2:34][CH2:35][CH3:36].[Cl:15][CH2:16][CH2:17][Br:18].[F:1][C:2]1([F:14])[O:3][c:4]2[c:5]([cH:7][cH:8][c:9]([CH2:11][C:12]#[N:13])[cH:10]2)[O:6]1>>[F:1][C:2]1([F:14])[O:3][c:4]2[c:5]([cH:7][cH:8][c:9]([C:11]3([C:12]#[N:13])[CH2:16][CH2:17]3)[cH:10]2)[O:6]1. Reactants: CC([C@H]1CC[C@H]2[C@@H]3CC[C@@H]4CC(CC[C@]4(C)[C@H]3CC[C@]12C)=O)=O (5β-pregnan-3,20-dione), cyclic 20-(1,2-ethanediyl acetal), crude product, C(#C)C1=NC=CC=C1 (2-ethynylpyridine), [Li]CCCC (n-BuLi). The solvent is C1CCOC1 (THF), C(Cl)Cl (CH2Cl2), C1CCOC1 (THF). Reaction conditions: temperature -78 celsius, time 0.5 hour. Yields the product O[C@]1(C[C@H]2CC[C@H]3[C@@H]4CC[C@H](C(C)=O)[C@]4(CC[C@@H]3[C@]2(CC1)C)C)C#CC1=NC=CC=C1 (3α-Hydroxy-3β-(2-pyridyl)ethynyl-5β-pregnan-20-one). RXN SMILES: [C:1]([C:3]1[CH:8]=[CH:7][CH:6]=[CH:5][N:4]=1)#[CH:2].[Li]CCCC.[CH3:14][C:15](=[O:36])[C@@H:16]1[C@:33]2([CH3:34])[C@H:19]([C@H:20]3[C@H:30]([CH2:31][CH2:32]2)[C@:28]2([CH3:29])[C@@H:23]([CH2:24][C:25](=[O:35])[CH2:26][CH2:27]2)[CH2:22][CH2:21]3)[CH2:18][CH2:17]1>C1COCC1.C(Cl)Cl>[OH:35][C@:25]1([C:2]#[C:1][C:3]2[CH:8]=[CH:7][CH:6]=[CH:5][N:4]=2)[CH2:26][CH2:27][C@@:28]2([CH3:29])[C@H:23]([CH2:22][CH2:21][C@@H:20]3[C@@H:30]2[CH2:31][CH2:32][C@@:33]2([CH3:34])[C@H:19]3[CH2:18][CH2:17][C@@H:16]2[C:15](=[O:36])[CH3:14])[CH2:24]1. Procedure: A solution of 2-ethynylpyridine (270 mg, 2.6 mmol) in dry THF (15 mL) was treated with n-BuLi (2.5M in THF, 2.5 mmol, 1 mL) at -60° C. After stirring the mixture at -78° C. for 0.5 hr, a solution of 5β-pregnan-3,20-dione, cyclic 20-(1,2-ethanediyl acetal) (170 mg, 0.47 mmol) in THF (15 mL) was added and the mixture was stirred at -78° C. for 1 hr. The cooling bath was removed and the mixture was quenched with NH4Cl solution (3 mL). The solvent was removed and the residue was then dissolved in ac... The reactants are NCC1=CC=C(C=C1)CO ((4-aminomethyl-phenyl)-methanol), ON1N=NC2=C1C=CC=C2 (1-hydroxybenzotriazole), CN1CCOCC1 (4-methyl morpholine), CCN=C=NCCCN(C)C (EDCI). The product is OCC1=CC=C(CNC(=O)C2=NC=CC=C2)C=C1 (Pyridine-2-carboxylic acid 4-hydroxymethyl-benzylamide). The yield is 95.0%. RXN SMILES: [NH2:1][CH2:2][C:3]1[CH:8]=[CH:7][C:6]([CH2:9][OH:10])=[CH:5][CH:4]=1.ON1[C:16]2[CH:17]=[CH:18][CH:19]=[CH:20][C:15]=2[N:14]=N1.CN1CC[O:25]CC1.CCN=C=NCCCN(C)C>>[OH:10][CH2:9][C:6]1[CH:7]=[CH:8][C:3]([CH2:2][NH:1][C:20]([C:19]2[CH:18]=[CH:17][CH:16]=[CH:15][N:14]=2)=[O:25])=[CH:4][CH:5]=1. Reported procedure: Using General Procedure F: Reaction of (4-aminomethyl-phenyl)-methanol (200 mg, 1.46 mmol, 1-hydroxybenzotriazole (218 mg, 1.61 mmol), 4-methyl morpholine (241 uL, 2.19 mmol), and EDCI (309 mg, 1.61 mmol) for 2 h at room temperature gave the title compound (335 mg, 95%) as a yellow oil. 1H NMR (300 MHz, CDCl3) δ 4.67 (d, 2H, J=6.0 Hz), 4.69 (s, 2H), 7.36 (br s, 4H), 7.43-7.44 (m, 1H), 7.85-7.86 (m, 1H), 8.24 (d, 1H, J=9.0 Hz), 8.52 (br s, 1H), 8.52 (d, 1H, J=3.0 Hz). ES-MS m/z 243 (M+H).